Dataset: the Open Reaction Database (ORD), a public repository of structured organic reaction records. Task: describe an organic reaction: reactants, conditions, products, and yield Starting materials: FC=1C(=C2C(=NC1)N(C=C2)S(=O)(=O)C2=CC=C(C)C=C2)OC (5-fluoro-4-methoxy-1-tosyl-1H-pyrrolo[2,3-b]pyridine), FC=1C(=C2C(=NC1)N(C=C2)S(=O)(=O)C2=CC=C(C)C=C2)OC (5-fluoro-4-methoxy-1-tosyl-1H-pyrrolo[2,3-b]pyridine), BrBr (bromine). Run in O (water), C(Cl)(Cl)Cl (chloroform). Run at temperature 0 celsius, time 3 hour. Yields the product FC=1C(=C2C(=NC1)N(C=C2Br)S(=O)(=O)C2=CC=C(C)C=C2)OC (5-fluoro-4-methoxy-3-bromo-1-tosyl-1H-pyrrolo[2,3-b]pyridine). As a reaction SMILES: [F:1][C:2]1[C:3]([O:21][CH3:22])=[C:4]2[CH:10]=[CH:9][N:8]([S:11]([C:14]3[CH:20]=[CH:19][C:17]([CH3:18])=[CH:16][CH:15]=3)(=[O:13])=[O:12])[C:5]2=[N:6][CH:7]=1.[Br:23]Br>C(Cl)(Cl)Cl.O>[F:1][C:2]1[C:3]([O:21][CH3:22])=[C:4]2[C:10]([Br:23])=[CH:9][N:8]([S:11]([C:14]3[CH:20]=[CH:19][C:17]([CH3:18])=[CH:16][CH:15]=3)(=[O:13])=[O:12])[C:5]2=[N:6][CH:7]=1. Reported procedure: To a cold (0° C.) solution of 5-fluoro-4-methoxy-1-tosyl-1H-pyrrolo[2,3-b]pyridine, 68b, (0.79 g, 2.45 mmol) in chloroform (50 mL) was added bromine (0.13 mL, 2.45 mmol). The reaction mixture was stirred at 0° C. for 3 hours and then slowly warmed to ambient temperature. The mixture was diluted with deionized water and quenched with aqueous sodium bicarbonate. The aqueous phase was extracted with methylene chloride and dried over sodium sulfate. The resulting solid was purified via silica gel ch...